The task is: describe an organic reaction: reactants, conditions, products, and yield. This data is from the Open Reaction Database (ORD), a public repository of structured organic reaction records. Reactants: CCO, O=[N+]([O-])c1cnc(NC2CCC(O)CC2)nc1NC1CCCC1. Yields the product Nc1cnc(NC2CCC(O)CC2)nc1NC1CCCC1. Reaction SMILES: [CH3:24][CH2:25][OH:26].[CH:1]1([NH:6][c:7]2[n:8][c:9]([NH:16][CH:17]3[CH2:18][CH2:19][CH:20]([OH:23])[CH2:21][CH2:22]3)[n:10][cH:11][c:12]2[N+:13]([O-:14])=[O:15])[CH2:2][CH2:3][CH2:4][CH2:5]1>>[CH:1]1([NH:6][c:7]2[n:8][c:9]([NH:16][CH:17]3[CH2:18][CH2:19][CH:20]([OH:23])[CH2:21][CH2:22]3)[n:10][cH:11][c:12]2[NH2:13])[CH2:2][CH2:3][CH2:4][CH2:5]1. Reactants: CCCC=CCO, C1CCOC1, CCCCCc1nnc(-c2ccc(O)cc2)s1, c1ccc(P(c2ccccc2)c2ccccc2)cc1. Yields the product CCCC=CCOc1ccc(-c2nnc(CCCCC)s2)cc1. As a reaction SMILES: [CH2:20]([CH:21]=[CH:22][CH2:23][CH2:24][CH3:25])[OH:26].[O:44]1[CH2:45][CH2:46][CH2:47][CH2:48]1.[OH:27][c:28]1[cH:29][cH:30][c:31](-[c:34]2[s:35][c:36]([CH2:39][CH2:40][CH2:41][CH2:42][CH3:43])[n:37][n:38]2)[cH:32][cH:33]1.[c:1]1([P:2]([c:3]2[cH:4][cH:5][cH:6][cH:7][cH:8]2)[c:9]2[cH:10][cH:11][cH:12][cH:13][cH:14]2)[cH:15][cH:16][cH:17][cH:18][cH:19]1>>[CH2:20]([CH:21]=[CH:22][CH2:23][CH2:24][CH3:25])[O:26][c:28]1[cH:29][cH:30][c:31](-[c:34]2[s:35][c:36]([CH2:39][CH2:40][CH2:41][CH2:42][CH3:43])[n:37][n:38]2)[cH:32][cH:33]1.